From a dataset of the Open Reaction Database (ORD), a public repository of structured organic reaction records. describe an organic reaction: reactants, conditions, products, and yield The reactants are C(C1=CC=CC=C1)OC1=CC=C(CN2C=C(C3=CC=CC=C23)CC2C(NC(S2)=O)=O)C=C1 (5-[1-(4-benzyloxybenzyl)indol-3-yl]methyl-2,4-thiazolidinedione), B(Br)(Br)Br (boron tribromide), C(O)([O-])=O.[Na+] (sodium hydrogen carbonate). The solvent is C(Cl)Cl (methylene chloride), C(Cl)Cl (methylene chloride). Run at time 2 hour. Product: OC1=CC=C(CN2C=C(C3=CC=CC=C23)CC2C(NC(S2)=O)=O)C=C1 (5-[1-(4-hydroxybenzyl)indol-3-yl]methyl-2,4-thiazolidinedione). The yield is 50.9%. As a reaction SMILES: C([O:8][C:9]1[CH:32]=[CH:31][C:12]([CH2:13][N:14]2[C:22]3[C:17](=[CH:18][CH:19]=[CH:20][CH:21]=3)[C:16]([CH2:23][CH:24]3[S:28][C:27](=[O:29])[NH:26][C:25]3=[O:30])=[CH:15]2)=[CH:11][CH:10]=1)C1C=CC=CC=1.B(Br)(Br)Br.C(=O)([O-])O.[Na+]>C(Cl)Cl>[OH:8][C:9]1[CH:10]=[CH:11][C:12]([CH2:13][N:14]2[C:22]3[C:17](=[CH:18][CH:19]=[CH:20][CH:21]=3)[C:16]([CH2:23][CH:24]3[S:28][C:27](=[O:29])[NH:26][C:25]3=[O:30])=[CH:15]2)=[CH:31][CH:32]=1 |f:2.3|. Procedure: There was dissolved, in 30 ml of methylene chloride, 259 mg of 5-[1-(4-benzyloxybenzyl)indol-3-yl]methyl-2,4-thiazolidinedione prepared in Example 265 and the resulting solution was cooled to -78° C. After dropwise addition of a solution of boron tribromide (1.0M) in methylene chloride (10.17 ml), the temperature of the mixture was slowly raised up to room temperature. After stirring the mixture for 2 hours, a saturated sodium hydrogen carbonate aqueous solution was added followed by extraction ... Starting materials: ClC=1C=C(C=C(C1)Cl)C=1C(N2CCCC2(C1O)CC1=CC=C(C#N)C=C1)=O (4-[6-(3,5-Dichloro-phenyl)-7-hydroxy-5-oxo-2,3-dihydro-1H,5H-pyrrolizin-7a-ylmethyl]-benzonitrile), P(=O)(OC)(OC)OC (Trimethyl phosphate), C(=O)([O-])[O-].[K+].[K+] (K2CO3). Solvent: O (water). Product: ClC=1C=C(C=C(C1)Cl)C=1C(N2CCCC2(C1OC)CC1=CC=C(C#N)C=C1)=O (4-[6-(3,5-Dichloro-phenyl)-7-methoxy-5-oxo-2,3-dihydro-1H,5H-pyrrolizin-7 a-ylmethyl]-benzonitrile). Reaction SMILES: [Cl:1][C:2]1[CH:3]=[C:4]([C:9]2[C:10](=[O:27])[N:11]3[C:15]([CH2:18][C:19]4[CH:26]=[CH:25][C:22]([C:23]#[N:24])=[CH:21][CH:20]=4)([C:16]=2[OH:17])[CH2:14][CH2:13][CH2:12]3)[CH:5]=[C:6]([Cl:8])[CH:7]=1.P(OC)(OC)(O[CH3:31])=O.C([O-])([O-])=O.[K+].[K+]>O>[Cl:8][C:6]1[CH:5]=[C:4]([C:9]2[C:10](=[O:27])[N:11]3[C:15]([CH2:18][C:19]4[CH:26]=[CH:25][C:22]([C:23]#[N:24])=[CH:21][CH:20]=4)([C:16]=2[O:17][CH3:31])[CH2:14][CH2:13][CH2:12]3)[CH:3]=[C:2]([Cl:1])[CH:7]=1 |f:2.3.4|. Procedure: 4-[6-(3,5-Dichloro-phenyl)-7-hydroxy-5-oxo-2,3-dihydro-1H,5H-pyrrolizin-7a-ylmethyl]-benzonitrile (24), (60 mg, 0.15 mmol) Trimethyl phosphate (4 ml) and K2CO3 were stirred under reflux for 10 hours then cooled to RT and diluted with water. The precipitate was filtered to afford after HPLC purification 4-[6-(3,5-Dichloro-phenyl)-7-methoxy-5-oxo-2,3-dihydro-1H,5H-pyrrolizin-7a-ylmethyl]-benzonitrile XII (18mg) as a white solid. The reactants are CC(C)(C)CCN1CCN(C(=O)CBr)CC1, O=C([O-])[O-], CC#N, [K+], [K+], Cn1ncc2c1Nc1ccccc1N(C(=O)c1ccc(O)cc1)C2. Yields the product Cn1ncc2c1Nc1ccccc1N(C(=O)c1ccc(OCC(=O)N3CCN(CCC(C)(C)C)CC3)cc1)C2. RXN SMILES: [Br:7][CH2:8][C:9](=[O:10])[N:11]1[CH2:12][CH2:13][N:14]([CH2:17][CH2:18][C:19]([CH3:20])([CH3:21])[CH3:22])[CH2:15][CH2:16]1.[C:1](=[O:2])([O-:3])[O-:4].[CH3:47][C:48]#[N:49].[K+:5].[K+:6].[OH:23][c:24]1[cH:25][cH:26][c:27]([C:30](=[O:31])[N:32]2[c:33]3[c:34]([cH:43][cH:44][cH:45][cH:46]3)[NH:35][c:36]3[n:37]([CH3:42])[n:38][cH:39][c:40]3[CH2:41]2)[cH:28][cH:29]1>>[CH2:8]([C:9](=[O:10])[N:11]1[CH2:12][CH2:13][N:14]([CH2:17][CH2:18][C:19]([CH3:20])([CH3:21])[CH3:22])[CH2:15][CH2:16]1)[O:23][c:24]1[cH:25][cH:26][c:27]([C:30](=[O:31])[N:32]2[c:33]3[c:34]([cH:43][cH:44][cH:45][cH:46]3)[NH:35][c:36]3[n:37]([CH3:42])[n:38][cH:39][c:40]3[CH2:41]2)[cH:28][cH:29]1. Reactants: CC1=C(C(=CC(=C1)OCC1OCCC1)C)C1=C2CC[C@H](C2=C(C=C1)F)OC1=CC2=C([C@@H](CO2)CC(=O)OC)C=C1 (methyl 2-((3S)-6-((1R)-4-(2,6-dimethyl-4-((tetrahydrofuran-2-yl)methoxy)phenyl)-7-fluoro-2,3-dihydro-1H-inden-1-yloxy)-2,3-dihydrobenzofuran-3-yl)acetate). The solvent is C(C)(C)O (Isopropanol). The product is CC1=C(C(=CC(=C1)OCC1OCCC1)C)C1=C2CC[C@H](C2=C(C=C1)F)OC1=CC2=C([C@@H](CO2)CC(=O)O)C=C1 (2-((3S)-6-((1R)-4-(2,6-dimethyl-4-((tetrahydrofuran-2-yl)methoxy)phenyl)-7-fluoro-2,3-dihydro-1H-inden-1-yloxy)-2,3-dihydrobenzofuran-3-yl)acetic acid). RXN SMILES: [CH3:1][C:2]1[CH:7]=[C:6]([O:8][CH2:9][CH:10]2[CH2:14][CH2:13][CH2:12][O:11]2)[CH:5]=[C:4]([CH3:15])[C:3]=1[C:16]1[CH:24]=[CH:23][C:22]([F:25])=[C:21]2[C:17]=1[CH2:18][CH2:19][C@H:20]2[O:26][C:27]1[CH:40]=[CH:39][C:30]2[C@H:31]([CH2:34][C:35]([O:37]C)=[O:36])[CH2:32][O:33][C:29]=2[CH:28]=1>C(O)(C)C>[CH3:15][C:4]1[CH:5]=[C:6]([O:8][CH2:9][CH:10]2[CH2:14][CH2:13][CH2:12][O:11]2)[CH:7]=[C:2]([CH3:1])[C:3]=1[C:16]1[CH:24]=[CH:23][C:22]([F:25])=[C:21]2[C:17]=1[CH2:18][CH2:19][C@H:20]2[O:26][C:27]1[CH:40]=[CH:39][C:30]2[C@H:31]([CH2:34][C:35]([OH:37])=[O:36])[CH2:32][O:33][C:29]=2[CH:28]=1. Reported procedure: The title compound is prepared from methyl 2-((3S)-6-((1R)-4-(2,6-dimethyl-4-((tetrahydrofuran-2-yl)methoxy)phenyl)-7-fluoro-2,3-dihydro-1H-inden-1-yloxy)-2,3-dihydrobenzofuran-3-yl)acetate following a procedure analogous to that described in example 1. Isopropanol is used instead of methanol. LC (method 1): tR=1.42 min; Mass spectrum (ESI+): m/z=533 [M+H]+. The reactants are CCO, O=C(NCC1CO1)c1ccc(Cl)s1, CN(C)C(=NS(C)(=O)=O)c1ccc(N)cc1, O. Yields the product CN(C)C(=NS(C)(=O)=O)c1ccc(NCC(O)CNC(=O)c2ccc(Cl)s2)cc1. As a reaction SMILES: [CH3:17][CH2:18][OH:19].[Cl:20][c:21]1[cH:22][cH:23][c:24]([C:26](=[O:27])[NH:28][CH2:29][CH:30]2[O:31][CH2:32]2)[s:25]1.[NH2:1][c:2]1[cH:3][cH:4][c:5]([C:6](=[N:7][S:8](=[O:9])(=[O:10])[CH3:11])[N:12]([CH3:13])[CH3:14])[cH:15][cH:16]1.[OH2:33]>>[NH:1]([c:2]1[cH:3][cH:4][c:5]([C:6](=[N:7][S:8](=[O:9])(=[O:10])[CH3:11])[N:12]([CH3:13])[CH3:14])[cH:15][cH:16]1)[CH2:32][CH:30]([CH2:29][NH:28][C:26]([c:24]1[cH:23][cH:22][c:21]([Cl:20])[s:25]1)=[O:27])[OH:31].